Dataset: the Open Reaction Database (ORD), a public repository of structured organic reaction records. Task: describe an organic reaction: reactants, conditions, products, and yield Reactants: CC(C)=O, COc1ccc(CCCCO)cc1C, CC(C)O. Reaction SMILES: [CH3:15][C:16]([CH3:17])=[O:18].[CH3:1][O:2][c:3]1[c:4]([CH3:14])[cH:5][c:6]([CH2:9][CH2:10][CH2:11][CH2:12][OH:13])[cH:7][cH:8]1.[CH:19]([OH:20])([CH3:21])[CH3:22]>>[CH3:1][O:2][c:3]1[c:4]([CH3:14])[cH:5][c:6]([CH2:9][CH2:10][CH2:11][C:12](=[O:13])[OH:18])[cH:7][cH:8]1. The product is COc1ccc(CCCC(=O)O)cc1C. Starting materials: [Al+3], Cc1ccc(-c2nc(Oc3ccccc3)nc(-c3ccc(C)cc3C)n2)c(C)c1, CCCCCCC, [Cl-], [Cl-], [Cl-], Cl, Oc1cccc(O)c1, Cc1ccccc1C. The product is Cc1ccc(-c2nc(-c3ccc(C)cc3C)nc(-c3ccc(O)cc3O)n2)c(C)c1. RXN SMILES: [Al+3:39].[CH3:1][c:2]1[c:3](-[c:9]2[n:10][c:11]([O:23][c:24]3[cH:25][cH:26][cH:27][cH:28][cH:29]3)[n:12][c:13](-[c:15]3[c:16]([CH3:22])[cH:17][c:18]([CH3:21])[cH:19][cH:20]3)[n:14]2)[cH:4][cH:5][c:6]([CH3:8])[cH:7]1.[CH3:43][CH2:44][CH2:45][CH2:46][CH2:47][CH2:48][CH3:49].[Cl-:38].[Cl-:40].[Cl-:41].[ClH:42].[OH:30][c:31]1[cH:32][cH:33][cH:34][c:35]([OH:36])[cH:37]1.[c:50]1([CH3:51])[c:52]([CH3:53])[cH:54][cH:55][cH:56][cH:57]1>>[CH3:1][c:2]1[c:3](-[c:9]2[n:10][c:11](-[c:34]3[cH:33][cH:32][c:31]([OH:30])[cH:37][c:35]3[OH:36])[n:12][c:13](-[c:15]3[c:16]([CH3:22])[cH:17][c:18]([CH3:21])[cH:19][cH:20]3)[n:14]2)[cH:4][cH:5][c:6]([CH3:8])[cH:7]1. The reactants are N12CCCCCC2=NCCC1 (1,8-diazabicyclo[5.4.0]undec-7-ene), C(C)C=1CC2CC(C2C1)=CC(=O)OC(C)(C)C (Tert-butyl 3-ethylbicyclo[3.2.0]hept-3-en-6-ylideneacetate), [N+](=O)([O-])C (nitromethane), P(=O)(O)(O)[O-].[K+] (potassium dihydrogen phosphate). Reaction conditions: temperature 55 celsius, time 7 hour. Reaction SMILES: [CH2:1]([C:3]1[CH2:4][CH:5]2[CH:8]([CH:9]=1)[C:7](=[CH:10][C:11]([O:13][C:14]([CH3:17])([CH3:16])[CH3:15])=[O:12])[CH2:6]2)[CH3:2].N12CCCN=C1CCCCC2.P([O-])(O)(O)=O.[K+].[N+:35]([CH3:38])([O-:37])=[O:36]>>[CH2:1]([C:3]1[CH2:4][CH:5]2[CH:8]([CH:9]=1)[C:7]([CH2:10][C:11]([O:13][C:14]([CH3:16])([CH3:15])[CH3:17])=[O:12])([CH2:38][N+:35]([O-:37])=[O:36])[CH2:6]2)[CH3:2] |f:2.3|. Procedure: Tert-butyl 3-ethylbicyclo[3.2.0]hept-3-en-6-ylideneacetate (1.32 g, 5.63 mmol) was dissolved in nitromethane (7 mL). To the solution, 1,8-diazabicyclo[5.4.0]undec-7-ene (1.2 mL, 7.3 mmol) was added, and the mixture was heated with stirring at 50 to 60° C. for 7 hours. The mixture was allowed to cool, and a saturated aqueous solution of potassium dihydrogen phosphate was then added thereto, followed by extraction with ethyl acetate. Then, the organic layer was dried over anhydrous magnesium sulfa... Product: C(C)C=1CC2CC(C2C1)(C[N+](=O)[O-])CC(=O)OC(C)(C)C (Tert-butyl [3-ethyl-6-(nitromethyl)bicyclo[3.2.0]hept-3-en-6-yl]acetate). The reactants are CC(C)(C)N1CCOP1Cl, C1CCOC1, CO, Cc1cc(C(C)(C)C)c(O)c(C(C)(C)C)c1, [H-], [Na+]. Yields the product Cc1cc(C(C)(C)C)c(OP2OCCN2C(C)(C)C)c(C(C)(C)C)c1. Reaction SMILES: [C:19]([CH3:20])([CH3:21])([CH3:22])[N:23]1[P:24]([Cl:28])[O:25][CH2:26][CH2:27]1.[CH2:31]1[O:32][CH2:33][CH2:34][CH2:35]1.[CH3:29][OH:30].[CH3:3][c:4]1[cH:5][c:6]([C:15]([CH3:16])([CH3:17])[CH3:18])[c:7]([OH:8])[c:9]([C:11]([CH3:12])([CH3:13])[CH3:14])[cH:10]1.[H-:1].[Na+:2]>>[CH3:3][c:4]1[cH:5][c:6]([C:15]([CH3:16])([CH3:17])[CH3:18])[c:7]([O:8][P:24]2[N:23]([C:19]([CH3:20])([CH3:21])[CH3:22])[CH2:27][CH2:26][O:25]2)[c:9]([C:11]([CH3:12])([CH3:13])[CH3:14])[cH:10]1. Reactants: CC(C)(C)OC(=O)NCCCCC(=O)O, ClC(Cl)Cl, CCCNc1ccc(C#N)cc1N, On1nnc2ccccc21. The product is CCCNc1ccc(C#N)cc1NC(=O)CCCCNC(=O)OC(C)(C)C. Reaction SMILES: [C:1]([CH3:2])([CH3:3])([CH3:4])[O:5][C:6](=[O:7])[NH:8][CH2:9][CH2:10][CH2:11][CH2:12][C:13](=[O:14])[OH:15].[CH:39]([Cl:40])([Cl:41])[Cl:42].[NH2:26][c:27]1[cH:28][c:29]([C:30]#[N:31])[cH:32][cH:33][c:34]1[NH:35][CH2:36][CH2:37][CH3:38].[OH:16][n:17]1[c:18]2[c:19]([cH:20][cH:21][cH:22][cH:23]2)[n:24][n:25]1>>[C:1]([CH3:2])([CH3:3])([CH3:4])[O:5][C:6](=[O:7])[NH:8][CH2:9][CH2:10][CH2:11][CH2:12][C:13](=[O:15])[NH:26][c:27]1[cH:28][c:29]([C:30]#[N:31])[cH:32][cH:33][c:34]1[NH:35][CH2:36][CH2:37][CH3:38]. Reactants: CC(C)S(=O)(=O)Nc1ccsc1-c1ccc(-c2ccc(C(=O)O)cc2C#N)cc1, CS(N)(=O)=O, CN(C)c1ccncc1, CCN=C=NCCCN(C)C, ClCCl, Cl. Product: CC(C)S(=O)(=O)Nc1ccsc1-c1ccc(-c2ccc(C(=O)NS(C)(=O)=O)cc2C#N)cc1. RXN SMILES: [C:17](#[N:18])[c:19]1[c:20](-[c:28]2[cH:29][cH:30][c:31](-[c:34]3[s:35][cH:36][cH:37][c:38]3[NH:39][S:40](=[O:41])(=[O:42])[CH:43]([CH3:44])[CH3:45])[cH:32][cH:33]2)[cH:21][cH:22][c:23]([C:25](=[O:26])[OH:27])[cH:24]1.[CH3:1][S:2](=[O:3])(=[O:4])[NH2:5].[CH3:47][N:48]([c:49]1[cH:50][cH:51][n:52][cH:53][cH:54]1)[CH3:55].[CH3:6][CH2:7][N:8]=[C:9]=[N:10][CH2:11][CH2:12][CH2:13][N:14]([CH3:15])[CH3:16].[Cl:56][CH2:57][Cl:58].[ClH:46]>>[CH3:1][S:2](=[O:3])(=[O:4])[NH:5][C:25]([c:23]1[cH:22][cH:21][c:20](-[c:28]2[cH:29][cH:30][c:31](-[c:34]3[s:35][cH:36][cH:37][c:38]3[NH:39][S:40](=[O:41])(=[O:42])[CH:43]([CH3:44])[CH3:45])[cH:32][cH:33]2)[c:19]([C:17]#[N:18])[cH:24]1)=[O:26].